Task: describe an organic reaction: reactants, conditions, products, and yield. Dataset: the Open Reaction Database (ORD), a public repository of structured organic reaction records Starting materials: Cl.CN(CCCN=C=NCC)C (1-(3-dimethylaminopropyl)-3-ethylcarbodimide hydrochloride), C(#N)CC(=O)O (Cyanoacetic acid), N1CCOCC1 (morpholine), O.ON1N=NC2=C1C=CC=C2 (1-hydroxy-1H-benzotriazole hydrate). Reagents/catalysts: CN(C1=CC=NC=C1)C (4-dimethylaminopyridine). The solvent is C(C)(=O)OCC (ethyl acetate), O (water), CN(C=O)C (dimethylformamide). Reaction conditions: temperature 0 celsius. The product is N1(CCOCC1)C(CC#N)=O (3-(4-Morpholinyl)-3-oxopropanenitrile). As a reaction SMILES: [C:1]([CH2:3][C:4]([OH:6])=O)#[N:2].[NH:7]1[CH2:12][CH2:11][O:10][CH2:9][CH2:8]1.O.ON1C2C=CC=CC=2N=N1.Cl.CN(C)CCCN=C=NCC>CN(C)C=O.CN(C)C1C=CN=CC=1.C(OCC)(=O)C.O>[N:7]1([C:4](=[O:6])[CH2:3][C:1]#[N:2])[CH2:12][CH2:11][O:10][CH2:9][CH2:8]1 |f:2.3,4.5|. Procedure: 500 mg (5.88 mmol) Cyanoacetic acid are dissolved in 30 ml dimethylformamide, 563 mg (6.47 mmol) morpholine, 794 mg (5.88 mmol) 1-hydroxy-1H-benzotriazole hydrate and 718 mg (5.88 mmol) 4-dimethylaminopyridine are added. The reaction mixture is stirred at 0° C., then 1.12 g (5.88 mmol) 1-(3-dimethylaminopropyl)-3-ethylcarbodimide hydrochloride are added. The reaction mixture is stirred at room temperature for 18 hours, then water and ethyl acetate are added. The organic phase is dried over sodiu... Reactants: C(C)(C)(C)OCCN1CCC(CC1)OC1=C2C(NC=NC2=CC(=C1)F)=O (5-{[1-(2-tert-butoxyethyl)piperidin-4-yl]oxy}-7-fluoroquinazolin-4(3H)-one), CN1CCN(CC1)CCCO (3-(4-methylpiperazin-1-yl)propan-1-ol), CC(C)([O-])C.[K+] (potassium tert-butoxide). Solvent: COCCOCCOC (diglyme), ClCCl (dichloromethane), O (water). Yields the product N (ammonia), C(C)(C)(C)OCCN1CCC(CC1)OC1=C2C(NC=NC2=CC(=C1)OCCCN1CCN(CC1)C)=O (5-{[1-(2-tert-butoxyethyl)piperidin-4-yl]oxy}-7-[3-(4-methylpiperazin-1-yl)propoxy]quinazolin-4(3H)-one). The yield is 109.2%. As a reaction SMILES: [C:1]([O:5][CH2:6][CH2:7][N:8]1[CH2:13][CH2:12][CH:11]([O:14][C:15]2[CH:24]=[C:23](F)[CH:22]=[C:21]3[C:16]=2[C:17](=[O:26])[NH:18][CH:19]=[N:20]3)[CH2:10][CH2:9]1)([CH3:4])([CH3:3])[CH3:2].[CH3:27][N:28]1[CH2:33][CH2:32][N:31]([CH2:34][CH2:35][CH2:36][OH:37])[CH2:30][CH2:29]1.CC(C)([O-])C.[K+]>COCCOCCOC.ClCCl.O>[NH3:8].[C:1]([O:5][CH2:6][CH2:7][N:8]1[CH2:13][CH2:12][CH:11]([O:14][C:15]2[CH:24]=[C:23]([O:37][CH2:36][CH2:35][CH2:34][N:31]3[CH2:30][CH2:29][N:28]([CH3:27])[CH2:33][CH2:32]3)[CH:22]=[C:21]3[C:16]=2[C:17](=[O:26])[NH:18][CH:19]=[N:20]3)[CH2:10][CH2:9]1)([CH3:4])([CH3:3])[CH3:2] |f:2.3|. Procedure: 5-{[1-(2-tert-butoxyethyl)piperidin-4-yl]oxy}-7-fluoroquinazolin-4(3H)-one (5.45 mg, 1.5 mmol) in anhydrous diglyme (15 ml) was reacted with 3-(4-methylpiperazin-1-yl)propan-1-ol (474 mg, 3 mmol) in the presence of potassium tert-butoxide (11.77 g, 10 mmol) at 100° C. for 4 hours. The reaction mixture was diluted with dichloromethane (10 ml) and water (10 ml) and the pH adjusted to 7.7. The mixture was extracted several times with dichloromethane and the organic phase dried (magnesium sulphate),... RXN SMILES: [Br:1].[CH3:4][C:5]1=[C:6]([CH:13]([CH:14]=[CH:15][CH3:16])[OH:17])[C:7]([CH3:11])([CH3:12])[CH2:8][CH2:9][CH2:10]1.[Cl-:2].[NH4+:3].[O:18]1[CH2:19][CH2:20][CH2:21][CH2:22]1>>[CH3:4][C:5]1=[CH:10][CH2:9][CH2:8][C:7]([CH3:11])([CH3:12])[CH:6]1[CH:13]([CH:14]=[CH:15][CH3:16])[OH:17]. Starting materials: Br, CC=CC(O)C1=C(C)CCCC1(C)C, [Cl-], [NH4+], C1CCOC1. Product: CC=CC(O)C1C(C)=CCCC1(C)C. Starting materials: N#Cc1ccc(C2CCC(O)CC2)cc1, C=CCC1CC(COS(C)(=O)=O)N(CCCc2ccccc2)C1=O, Cl, [K+], [OH-], O. The product is C=CCC1CC(COC2CCC(c3ccc(C#N)cc3)CC2)N(CCCc2ccccc2)C1=O. RXN SMILES: [C:1](#[N:2])[c:3]1[cH:4][cH:5][c:6]([CH:9]2[CH2:10][CH2:11][CH:12]([OH:15])[CH2:13][CH2:14]2)[cH:7][cH:8]1.[CH2:16]([CH:17]=[CH2:18])[CH:19]1[C:20](=[O:39])[N:21]([CH2:30][CH2:31][CH2:32][c:33]2[cH:34][cH:35][cH:36][cH:37][cH:38]2)[CH:22]([CH2:24][O:25][S:26]([CH3:27])(=[O:28])=[O:29])[CH2:23]1.[ClH:42].[K+:41].[OH-:40].[OH2:43]>>[C:1](#[N:2])[c:3]1[cH:4][cH:5][c:6]([CH:9]2[CH2:10][CH2:11][CH:12]([O:15][CH2:24][CH:22]3[N:21]([CH2:30][CH2:31][CH2:32][c:33]4[cH:34][cH:35][cH:36][cH:37][cH:38]4)[C:20](=[O:39])[CH:19]([CH2:16][CH:17]=[CH2:18])[CH2:23]3)[CH2:13][CH2:14]2)[cH:7][cH:8]1. Yields the product CCCCCCCCCCNC(=O)C=Cc1cccc(N2CC(C(=O)OC)CC2=O)c1. RXN SMILES: [CH2:1]([CH2:2][CH2:3][CH2:4][CH2:5][CH2:6][CH2:7][CH2:8][CH2:9][CH3:10])[NH:11][C:12]([CH:13]=[CH:14][c:15]1[cH:16][c:17]([N:21]2[C:22](=[O:29])[CH2:23][CH:24]([C:26](=[O:27])[OH:28])[CH2:25]2)[cH:18][cH:19][cH:20]1)=[O:30].[CH3:31][O:32][CH2:33][CH2:34][O:35][CH3:36].[CH3:40][C:41](=[O:42])[OH:43].[N+:37](=[CH2:38])=[N-:39]>>[CH2:1]([CH2:2][CH2:3][CH2:4][CH2:5][CH2:6][CH2:7][CH2:8][CH2:9][CH3:10])[NH:11][C:12]([CH:13]=[CH:14][c:15]1[cH:16][c:17]([N:21]2[C:22](=[O:29])[CH2:23][CH:24]([C:26](=[O:27])[O:28][CH3:31])[CH2:25]2)[cH:18][cH:19][cH:20]1)=[O:30]. Starting materials: CCCCCCCCCCNC(=O)C=Cc1cccc(N2CC(C(=O)O)CC2=O)c1, COCCOC, CC(=O)O, C=[N+]=[N-]. The reactants are O1CCCC1 (tetrahydrofuran), BaO, Cr2O3, O (water), O1CC=CC1 (2,5-dihydrofuran), Cu. The reagents and catalysts are [Cr](=O)([O-])[O-].[Cu+2] (copper chromite). Run in C(CCC)O (n-butanol). Product: C1(CCCO1)=O (γ-butyrolactone), O1CCC=C1 (2,3-dihydrofuran), O1C=CC=C1 (furan), OCCCC=O (4-hydroxybutyraldehyde). Reaction SMILES: [O:1]1[CH2:5][CH:4]=[CH:3][CH2:2]1.[OH2:6].[O:7]1[CH2:11][CH2:10][CH2:9][CH2:8]1>[Cr]([O-])([O-])=O.[Cu+2].C(O)CCC>[C:5]1(=[O:7])[O:1][CH2:2][CH2:3][CH2:4]1.[O:7]1[CH:8]=[CH:9][CH2:10][CH2:11]1.[O:1]1[CH:5]=[CH:4][CH:3]=[CH:2]1.[OH:6][CH2:5][CH2:4][CH2:3][CH:2]=[O:1] |f:3.4|. Procedure details: In a manner similar to that described in Example 1, 16 mL/h of 2,5-dihydrofuran and 30 mL/h of water were passed at 230° C. over 253 g of the commercially available copper chromite catalyst marketed by Suedchemie, Munich and bearing the connotation G 22 (composition according to sales brochure: 37% of Cu; 46% of Cr2O3 ; 13% of BaO; reduction in a manner similar to that described in Example 1). At a conversion of 71%, γ-butyrolactone was formed with a selectivity of 67% (2,3-dihydrofuran: 8%; fur... The reactants are BrC1=CC=2C3=C(C(=NC2C=C1)N)N=C(N3CC(C)C)CC (8-Bromo-2-ethyl-1-isobutyl-1H-imidazo[4,5-c]quinolin-4-amine), C1(=CC=CC=C1)B(O)O (benzeneboronic acid). Yields the product C(C)C=1N(C2=C(C(=NC=3C=CC(=CC23)C2=CC=CC=C2)N)N1)CC(C)C (2-ethyl-1-isobutyl-8-phenyl-1H-imidazo[4,5-c]quinolin-4-amine). Reaction SMILES: Br[C:2]1[CH:11]=[CH:10][C:9]2[N:8]=[C:7]([NH2:12])[C:6]3[N:13]=[C:14]([CH2:20][CH3:21])[N:15]([CH2:16][CH:17]([CH3:19])[CH3:18])[C:5]=3[C:4]=2[CH:3]=1.[C:22]1(B(O)O)[CH:27]=[CH:26][CH:25]=[CH:24][CH:23]=1>>[CH2:20]([C:14]1[N:15]([CH2:16][CH:17]([CH3:19])[CH3:18])[C:5]2[C:4]3[CH:3]=[C:2]([C:22]4[CH:27]=[CH:26][CH:25]=[CH:24][CH:23]=4)[CH:11]=[CH:10][C:9]=3[N:8]=[C:7]([NH2:12])[C:6]=2[N:13]=1)[CH3:21]. Reported procedure: 8-Bromo-2-ethyl-1-isobutyl-1H-imidazo[4,5-c]quinolin-4-amine and benzeneboronic acid were coupled according to the general procedure described in Part J of Example 1. Chromatography on silica gel (5%–7% methanol in CH2Cl2 gradient) afforded 2-ethyl-1-isobutyl-8-phenyl-1H-imidazo[4,5-c]quinolin-4-amine as a white solid, m.p. 233–235° C. Reactants: C(C1=CC=CC=C1)N1C2=NC=NC(=C2N=C1Br)N (N9-benzyl-8-bromoadenine), NCCP([O-])([O-])=O (aminoethylphosphonate), [OH-].[Na+] (sodium hydroxide). Solvent: C(C)O.O (ethanol water). Reaction conditions: temperature 110 celsius. Yields the product C(C1=CC=CC=C1)N1C2=NC=NC(=C2N=C1NCCP(=O)(O)O)N (N9-benzyl-8-(2-phosphonoethylamino)adenine). As a reaction SMILES: [CH2:1]([N:8]1[C:16](Br)=[N:15][C:14]2[C:9]1=[N:10][CH:11]=[N:12][C:13]=2[NH2:18])[C:2]1[CH:7]=[CH:6][CH:5]=[CH:4][CH:3]=1.[NH2:19][CH2:20][CH2:21][P:22](=[O:25])([O-:24])[O-:23].[OH-].[Na+]>C(O)C.O>[CH2:1]([N:8]1[C:16]([NH:19][CH2:20][CH2:21][P:22]([OH:25])([OH:24])=[O:23])=[N:15][C:14]2[C:9]1=[N:10][CH:11]=[N:12][C:13]=2[NH2:18])[C:2]1[CH:7]=[CH:6][CH:5]=[CH:4][CH:3]=1 |f:2.3,4.5|. Reported procedure: A mixture of N9-benzyl-8-bromoadenine (1 mmol), aminoethylphosphonate (2 mmol), and sodium hydroxide (2 mmol) in ethanol-water in a sealed tube was warmed at 110° C. under nitrogen. After 24 h the cooled reaction mixture was purified through preparative HPLC to give N9-benzyl-8-(2-phosphonoethylamino)adenine (3.1). Exact mass calculated for C14H17N6O3P+H+: 349.1178. Found: 349.1180.